Dataset: the Open Reaction Database (ORD), a public repository of structured organic reaction records. Task: describe an organic reaction: reactants, conditions, products, and yield Reactants: ClC1=CC=CC2=C1C(OCC=1N2C=NC1C(N)=NO)=O (7-Chloro-5,6-dihydro-6-oxo-4H-imidazo[1,5-a]-[4,1]benzoxazepine-3-amidoxime). Run in C(CCC)(=O)OC(CCC)=O (n-butyric anhydride). The product is ClC1=CC=CC2=C1C(OCC=1N2C=NC1C1=NOC(=N1)CCC)=O (7-Chloro-3-(5-propyl-1,2,4-oxadiazol-3-yl)-5,6-dihydro-6-oxo-4H-imidazo[1,5-a][4,1]benzoxazepine). Yield: 99.5%. As a reaction SMILES: [Cl:1][C:2]1[C:7]2[C:8](=[O:20])[O:9][CH2:10][C:11]3[N:12]([CH:13]=[N:14][C:15]=3[C:16](=[N:18][OH:19])[NH2:17])[C:6]=2[CH:5]=[CH:4][CH:3]=1>C(OC(=O)CCC)(=O)CCC>[Cl:1][C:2]1[C:7]2[C:8](=[O:20])[O:9][CH2:10][C:11]3[N:12]([CH:13]=[N:14][C:15]=3[C:16]3[N:17]=[C:7]([CH2:2][CH2:3][CH3:4])[O:19][N:18]=3)[C:6]=2[CH:5]=[CH:4][CH:3]=1. Procedure: 7-Chloro-5,6-dihydro-6-oxo-4H-imidazo[1,5-a]-[4,1]benzoxazepine-3-amidoxime (2 g, 7 mmole) in n-butyric anhydride (6 ml) was heated at 150° C. for 1 hour. The crude product was chromatographed on silica, initially with ethyl acetate:hexane (1:1) and then changing to ethyl acetate. The purified product was crystallised from ethyl acetate:cyclohexane (4:1) to give the product (1.2 g, 50%), m.p. 130°-132° C. Starting materials: CNCC1=C2C=CN(C2=CC=C1)C (N-methyl(1-methyl-1H-indol-4-yl)methanamine), Cl.O=C1CCC=2C=C(C=NC2N1)C=CC(=O)O (3-(7-oxo-5,6,7,8-tetrahydro-[1,8]naphthyridin-3-yl)-acrylic acid hydrochloride), C=1C=CC2=C(C1)N=NN2O (HOBt), CCN(C(C)C)C(C)C (DIPEA), CCN=C=NCCCN(C)C.Cl (EDC hydrochloride). Run in CN(C)C=O (DMF), O (Water). Reaction conditions: temperature 40 celsius, time 8 hour. Yields the product CN(C(\C=C\C=1C=NC=2NC(CCC2C1)=O)=O)CC1=C2C=CN(C2=CC=C1)C ((E)-N-methyl-N-((1-methyl-1H-indol-4-yl)methyl)-3-(7-oxo-5,6,7,8-tetrahydro-1,8-naphthyridin-3-yl)acrylamide). Yield: 35.6%. As a reaction SMILES: [CH3:1][NH:2][CH2:3][C:4]1[CH:12]=[CH:11][CH:10]=[C:9]2[C:5]=1[CH:6]=[CH:7][N:8]2[CH3:13].Cl.[O:15]=[C:16]1[NH:25][C:24]2[N:23]=[CH:22][C:21]([CH:26]=[CH:27][C:28](O)=[O:29])=[CH:20][C:19]=2[CH2:18][CH2:17]1.C1C=CC2N(O)N=NC=2C=1.CCN(C(C)C)C(C)C.CCN=C=NCCCN(C)C.Cl>CN(C=O)C.O>[CH3:1][N:2]([CH2:3][C:4]1[CH:12]=[CH:11][CH:10]=[C:9]2[C:5]=1[CH:6]=[CH:7][N:8]2[CH3:13])[C:28](=[O:29])/[CH:27]=[CH:26]/[C:21]1[CH:22]=[N:23][C:24]2[NH:25][C:16](=[O:15])[CH2:17][CH2:18][C:19]=2[CH:20]=1 |f:1.2,5.6|. Reported procedure: To a solution of N-methyl(1-methyl-1H-indol-4-yl)methanamine (418 mg, 2.40 mmol), 3-(7-oxo-5,6,7,8-tetrahydro-[1,8]naphthyridin-3-yl)-acrylic acid hydrochloride (617 mg, 2.42 mmol), HOBt (327 mg, 2.42 mmol) and DIPEA (1.71 mL, 9.82 mmol) in anhydrous DMF (40 mL) was added EDC hydrochloride (460 mg, 2.40 mmol). The mixture was stirred overnight at 40° C. Water (60 mL) was added and the solution was stirred for 1 h. The reaction mixture was extracted with CH2Cl2 (3×100 mL). Combined organic layers... Reactants: S1C=C(C=C1)C1=CC=C(C=C1)C(CN)C (2-(4-(3-thienyl)phenyl)propylamine), C(CC)(=O)Cl (propionyl chloride). The product is S1C=C(C=C1)C1=CC=C(C=C1)C(CNC(CC)=O)C (N-2-(4-(3-Thienyl)phenyl)propyl Propionamide). Reaction SMILES: [S:1]1[CH:5]=[CH:4][C:3]([C:6]2[CH:11]=[CH:10][C:9]([CH:12]([CH3:15])[CH2:13][NH2:14])=[CH:8][CH:7]=2)=[CH:2]1.[C:16](Cl)(=[O:19])[CH2:17][CH3:18]>>[S:1]1[CH:5]=[CH:4][C:3]([C:6]2[CH:11]=[CH:10][C:9]([CH:12]([CH3:15])[CH2:13][NH:14][C:16](=[O:19])[CH2:17][CH3:18])=[CH:8][CH:7]=2)=[CH:2]1. Procedure: The title compound was prepared from 2-(4-(3-thienyl)phenyl)propylamine (see example 14) and propionyl chloride in a manner analogous to the procedure described in example 14. The NMR spectrum was consistent with the proposed title structure. Reactants: COc1cccc(F)c1B(O)O, Nc1c(C(=O)NC2CCC2)nnc2c(Br)cccc12. The product is COc1cccc(F)c1-c1cccc2c(N)c(C(=O)NC3CCC3)nnc12. RXN SMILES: [F:20][c:21]1[c:22]([B:29]([OH:30])[OH:31])[c:23]([O:27][CH3:28])[cH:24][cH:25][cH:26]1.[NH2:1][c:2]1[c:3]([C:13](=[O:14])[NH:15][CH:16]2[CH2:17][CH2:18][CH2:19]2)[n:4][n:5][c:6]2[c:7]([Br:12])[cH:8][cH:9][cH:10][c:11]12>>[NH2:1][c:2]1[c:3]([C:13](=[O:14])[NH:15][CH:16]2[CH2:17][CH2:18][CH2:19]2)[n:4][n:5][c:6]2[c:7](-[c:22]3[c:21]([F:20])[cH:26][cH:25][cH:24][c:23]3[O:27][CH3:28])[cH:8][cH:9][cH:10][c:11]12. The reactants are C1(=CC=CC=2C3=CC=CC=C3CC12)COC(=O)Cl (fluorenylmethoxycarbonyl chloride), NC=1C=C(C(=O)O)C(=CC1C(C1=CC=CC=C1)=O)Cl (3-amino-4-benzoyl-6-chlorobenzoic acid), [13CH4] (carbon-13), Cl[Si](C)(C)C (Chlorotrimethylsilane), N1=CC=CC=C1 (pyridine). The solvent is C(Cl)Cl (CH2Cl2), C(C)(=O)OCC.CCCCCC.C(C)(=O)O (ethyl acetate hexane acetic acid), C(C)(=O)OCC (ethyl acetate), C(Cl)Cl (CH2Cl2). Conditions: temperature 0 celsius, time 1 hour. Product: C(C1=CC=CC=C1)(=O)C1=C(C=C(C(=O)O)C(=C1)Cl)NC(=O)OCC1=CC=CC=2C3=CC=CC=C3CC12 (4-Benzoyl-6-chloro-3-fluorenylmethoxycarbonylaminobenzoic acid). Isolated yield 64.0%. As a reaction SMILES: [NH2:1][C:2]1[CH:3]=[C:4]([C:8]([Cl:19])=[CH:9][C:10]=1[C:11](=[O:18])[C:12]1[CH:17]=[CH:16][CH:15]=[CH:14][CH:13]=1)[C:5]([OH:7])=[O:6].Cl[Si](C)(C)C.N1C=CC=CC=1.[C:31]1([CH2:44][O:45][C:46](Cl)=[O:47])[C:43]2[CH2:42][C:41]3[C:36](=[CH:37][CH:38]=[CH:39][CH:40]=3)[C:35]=2[CH:34]=[CH:33][CH:32]=1.[13CH4]>C(Cl)Cl.C(OCC)(=O)C.CCCCCC.C(O)(=O)C.C(OCC)(=O)C>[C:11]([C:10]1[CH:9]=[C:8]([Cl:19])[C:4]([C:5]([OH:7])=[O:6])=[CH:3][C:2]=1[NH:1][C:46]([O:45][CH2:44][C:31]1[C:43]2[CH2:42][C:41]3[C:36](=[CH:37][CH:38]=[CH:39][CH:40]=3)[C:35]=2[CH:34]=[CH:33][CH:32]=1)=[O:47])(=[O:18])[C:12]1[CH:17]=[CH:16][CH:15]=[CH:14][CH:13]=1 |f:6.7.8|. Procedure details: A solution was prepared by diluting 3-amino-4-benzoyl-6-chlorobenzoic acid (5.59 g, 20.3 mmol) with approximately 70 mL of CH2Cl2. Chlorotrimethylsilane (5.50 g, 51 mmol, 2.5 equivalents) was added by syringe and the resulting white slurry was heated at gentle reflux for 1.5 hours. After cooling the mixture to 0° C., pyridine (3.69 g, 46.7 mmol, 2.3 equivalents) was added by syringe, immediately followed by addition of fluorenylmethoxycarbonyl chloride (5.78 g, 22.3 mmol, 1.1 equivalents). The r...